This data is from the Open Reaction Database (ORD), a public repository of structured organic reaction records. The task is: describe an organic reaction: reactants, conditions, products, and yield RXN SMILES: [C:1]([O:4][CH:5]1[S:9][C@H:8]([CH2:10][O:11][Si](C(C)(C)C)(C2C=CC=CC=2)C2C=CC=CC=2)[CH2:7][CH2:6]1)(=[O:3])[CH3:2].C(O)(=O)C.[F-].P([O-])(O)(O)=O.[K+]>O1CCCC1.C(OCC)(=O)C>[C:1]([O:4][CH:5]1[S:9][C@@H:8]([CH2:10][OH:11])[CH2:7][CH2:6]1)(=[O:3])[CH3:2] |f:3.4|. Reaction conditions: time 5 hour. Reactants: C(C)(=O)OC1CC[C@H](S1)CO[Si](C1=CC=CC=C1)(C1=CC=CC=C1)C(C)(C)C (1-O-acetyl-5-O-(tert-butyldiphenylsilyl)-2,3-dideoxy-4thioribofuranose), P(=O)(O)(O)[O-].[K+] (potassium dihydrogen phosphate), C(C)(=O)O (acetic acid), n-tetrabutylammonium fluoride, C(C)(=O)O (acetic acid), [F-] (fluoride). Reported procedure: To a mixture of 0.54 g of 1-O-acetyl-5-O-(tert-butyldiphenylsilyl)-2,3-dideoxy-4thioribofuranose (prepared by the procedure of J. A. Secrist et al., J. Med. Chem.,1992, 35, 533) in 8 ml of tetrahydrofuran and 0.6 g of acetic acid is added 4 mmol of 1M n-tetrabutylamnonium fluoride solution. The reaction is stirred for 5 hours and then another portion of 0.10 g of acetic acid and 1 mmol of n-tetrabutylammonium fluoride is added and the reaction is stirred for 1 hour. Cold potassium dihydrogen pho... Solvent: C(C)(=O)OCC (ethyl acetate), O1CCCC1 (tetrahydrofuran). Isolated yield 71.5%. Product: C(C)(=O)OC1CC[C@@H](S1)CO ((2R)-5-(Acetyloxy)tetrahydro-2-thiophenemethanol). Starting materials: BrC1=CC=CC(=N1)C1=NN(C2=NC(=NC=C21)NCCN2CCOCC2)COCC[Si](C)(C)C ([3-(6-bromo-pyridin-2-yl)-1-(2-trimethylsilanyl-ethoxymethyl)-1H-pyrazolo[3,4-d]pyrimidin-6-yl]-(2-morpholin-4-yl-ethyl)-amine), C(C1=CC=CC=C1)N (benzylamine), CN(C)C1=CC=CC=C1C2=CC=CC=C2P(C3CCCCC3)C4CCCCC4 (DavePhos), C(C)(C)(C)O[Na] (t-BuONa). The reagents and catalysts are C=1C=CC(=CC1)/C=C/C(=O)/C=C/C2=CC=CC=C2.C=1C=CC(=CC1)/C=C/C(=O)/C=C/C2=CC=CC=C2.C=1C=CC(=CC1)/C=C/C(=O)/C=C/C2=CC=CC=C2.[Pd].[Pd] (Pd2(dba)3). Solvent: O1CCOCC1 (dioxane). Reaction conditions: temperature 130 celsius, time 6 hour. The product is C(C1=CC=CC=C1)NC1=CC=CC(=N1)C1=NN(C2=NC(=NC=C21)NCCN2CCOCC2)COCC[Si](C)(C)C ([3-(6-benzylamino-pyridin-2-yl)-1-(2-trimethylsilanyl-ethoxymethyl)-1H-pyrazolo[3,4-d]pyrimidin-6-yl]-(2-morpholin-4-yl-ethyl)-amine). As a reaction SMILES: Br[C:2]1[N:7]=[C:6]([C:8]2[C:16]3[C:11](=[N:12][C:13]([NH:17][CH2:18][CH2:19][N:20]4[CH2:25][CH2:24][O:23][CH2:22][CH2:21]4)=[N:14][CH:15]=3)[N:10]([CH2:26][O:27][CH2:28][CH2:29][Si:30]([CH3:33])([CH3:32])[CH3:31])[N:9]=2)[CH:5]=[CH:4][CH:3]=1.[CH2:34]([NH2:41])[C:35]1[CH:40]=[CH:39][CH:38]=[CH:37][CH:36]=1.CN(C1C(C2C(P(C3CCCCC3)C3CCCCC3)=CC=CC=2)=CC=CC=1)C.C(O[Na])(C)(C)C>C1C=CC(/C=C/C(/C=C/C2C=CC=CC=2)=O)=CC=1.C1C=CC(/C=C/C(/C=C/C2C=CC=CC=2)=O)=CC=1.C1C=CC(/C=C/C(/C=C/C2C=CC=CC=2)=O)=CC=1.[Pd].[Pd].O1CCOCC1>[CH2:34]([NH:41][C:2]1[N:7]=[C:6]([C:8]2[C:16]3[C:11](=[N:12][C:13]([NH:17][CH2:18][CH2:19][N:20]4[CH2:25][CH2:24][O:23][CH2:22][CH2:21]4)=[N:14][CH:15]=3)[N:10]([CH2:26][O:27][CH2:28][CH2:29][Si:30]([CH3:33])([CH3:32])[CH3:31])[N:9]=2)[CH:5]=[CH:4][CH:3]=1)[C:35]1[CH:40]=[CH:39][CH:38]=[CH:37][CH:36]=1 |f:4.5.6.7.8|. Procedure details: A sealed tube was charged with [3-(6-bromo-pyridin-2-yl)-1-(2-trimethylsilanyl-ethoxymethyl)-1H-pyrazolo[3,4-d]pyrimidin-6-yl]-(2-morpholin-4-yl-ethyl)-amine (from Example 32 supra) (150 mg, 0.28 mmol), benzylamine (42 mg, 0.39 mmol), Pd2(dba)3 (16 mg, 10% mmol), DavePhos (22 mg, 20% mmol), t-BuONa (37 mg, 0.39 mmol) and dioxane (10 mL). The mixture was stirred at 130° C. under an atmosphere of N2 for 6 hours. After cooling to room temperature, the mixture was filtered and concentrated under red... The reactants are BrCC(=O)C1=CC=CC=C1 (bromoacetophenone), N1C=C(C2=CC=CC=C12)C=O (indole-3-carbaldehyde). Yields the product C(C(=O)C1=CC=CC=C1)N1C=C(C2=CC=CC=C12)C=O (1-phenacylindole-3-carbaldehyde). Yield: 56.8%. Reaction SMILES: Br[CH2:2][C:3]([C:5]1[CH:10]=[CH:9][CH:8]=[CH:7][CH:6]=1)=[O:4].[NH:11]1[C:19]2[C:14](=[CH:15][CH:16]=[CH:17][CH:18]=2)[C:13]([CH:20]=[O:21])=[CH:12]1>>[CH2:2]([N:11]1[C:19]2[C:14](=[CH:15][CH:16]=[CH:17][CH:18]=2)[C:13]([CH:20]=[O:21])=[CH:12]1)[C:3]([C:5]1[CH:10]=[CH:9][CH:8]=[CH:7][CH:6]=1)=[O:4]. Procedure: The same procedures used in Example 1 were repeated except for using 2.88 g of bromoacetophenone and 2.00 g of indole-3-carbaldehyde as a starting material to give 2.06 g of 1-phenacylindole-3-carbaldehyde as pale yellow crystals. The yield thereof was found to be 57%.